Dataset: the Open Reaction Database (ORD), a public repository of structured organic reaction records. Task: describe an organic reaction: reactants, conditions, products, and yield Starting materials: FC1=CC2=C(N(C(=N2)COC2=CC=CC=C2)CC2=CC=C(C=C2)OC(F)(F)F)C=C1N1CCNCC1 (5-fluoro-2-phenoxymethyl-6-piperazin-1-yl-1-(4-trifluoromethoxy-benzyl)-1H-benzoimidazole), TEA, C1(CC1)C(=O)Cl (cyclopropanecarbonyl chloride). Run in ClCCl (dichloromethane), ClCCl (dichloromethane). Reaction conditions: time 2 hour. The product is C1(CC1)C(=O)N1CCN(CC1)C1=CC2=C(N=C(N2CC2=CC=C(C=C2)OC(F)(F)F)COC2=CC=CC=C2)C=C1F (Cyclopropyl-{4-[6-fluoro-2-phenoxymethyl-3-(4-trifluoromethoxy-benzyl)-3H-benzoimidazol-5-yl]-piperazin-1-yl}-methanone). Reaction SMILES: [F:1][C:2]1[C:30]([N:31]2[CH2:36][CH2:35][NH:34][CH2:33][CH2:32]2)=[CH:29][C:5]2[N:6]([CH2:17][C:18]3[CH:23]=[CH:22][C:21]([O:24][C:25]([F:28])([F:27])[F:26])=[CH:20][CH:19]=3)[C:7]([CH2:9][O:10][C:11]3[CH:16]=[CH:15][CH:14]=[CH:13][CH:12]=3)=[N:8][C:4]=2[CH:3]=1.[CH:37]1([C:40](Cl)=[O:41])[CH2:39][CH2:38]1>ClCCl>[CH:37]1([C:40]([N:34]2[CH2:35][CH2:36][N:31]([C:30]3[C:2]([F:1])=[CH:3][C:4]4[N:8]=[C:7]([CH2:9][O:10][C:11]5[CH:12]=[CH:13][CH:14]=[CH:15][CH:16]=5)[N:6]([CH2:17][C:18]5[CH:19]=[CH:20][C:21]([O:24][C:25]([F:26])([F:27])[F:28])=[CH:22][CH:23]=5)[C:5]=4[CH:29]=3)[CH2:32][CH2:33]2)=[O:41])[CH2:39][CH2:38]1. Procedure: 80 mg of 5-fluoro-2-phenoxymethyl-6-piperazin-1-yl-1-(4-trifluoromethoxy-benzyl)-1H-benzoimidazole (0.16 mmol) and 0.033 ml TEA (0.24 mmol) were dissolved in 1.5 ml dichloromethane and treated with 0.019 ml cyclopropanecarbonyl chloride (0.2 mmol). After 2 h stirring at rt, the reaction mixture was diluted with dichloromethane, washed with water, saturated sodium bicarbonate and brine, dried with magnesium sulfate, filtered and concentrated in vacuo, leading to 89 mg yellow solid (98%). MS (ISP)...